Dataset: the Open Reaction Database (ORD), a public repository of structured organic reaction records. Task: describe an organic reaction: reactants, conditions, products, and yield Reactants: O.C(CC(O)(C(=O)O)CC(=O)O)(=O)O (citric acid monohydrate), C1(=C(N=C(C(=N1)Cl)N)N)C(=O)NC(=N)N.O.O.Cl (amiloride hydrochloride), C1(=C(N=C(C(=N1)Cl)N)N)C(=O)NC(=N)N (amiloride). Run in O (water), O (water). Conditions: time 24 hour. Yields the product C1(=C(N=C(C(=N1)Cl)N)N)C(=O)NC(=N)N.C(CC(O)(C(=O)[O-])CC(=O)[O-])(=O)[O-] (amiloride citrate). Reaction SMILES: [C:1]1([C:10]([NH:12][C:13]([NH2:15])=[NH:14])=[O:11])[N:6]=[C:5]([Cl:7])[C:4]([NH2:8])=[N:3][C:2]=1[NH2:9].O.O.Cl.O.[C:20]([OH:32])(=[O:31])[CH2:21][C:22]([CH2:27][C:28]([OH:30])=[O:29])([C:24]([OH:26])=[O:25])[OH:23].C1(C(NC(N)=N)=O)N=C(Cl)C(N)=NC=1N>O>[C:1]1([C:10]([NH:12][C:13]([NH2:15])=[NH:14])=[O:11])[N:6]=[C:5]([Cl:7])[C:4]([NH2:8])=[N:3][C:2]=1[NH2:9].[C:20]([O-:32])(=[O:31])[CH2:21][C:22]([CH2:27][C:28]([O-:30])=[O:29])([C:24]([O-:26])=[O:25])[OH:23] |f:0.1.2.3,4.5,8.9|. Procedure: Two millimoles of amiloride hydrochloride (604.0 mg) are dissolved in 150 ml of water, with gentle heating and filtered. One millimole of citric acid monohydrate (210.0 mg) is dissolved in 10 ml of water and added to the amiloride solution. The pH of this solution is pH 2.7. `The solution is stored at 5° C. for about 24 hours. The precipitate is washed with 2 ten milliter portions of water and then dried in vacuo at 40° C. After being further dried at 65° C. for 8 hours, the resulting amiloride ... RXN SMILES: [CH3:1][N:2]([CH3:14])[CH2:3][CH2:4][NH:5][C:6](=[NH:13])[C:7]1[CH:12]=[CH:11][CH:10]=[CH:9][CH:8]=1.C([Li])CCC.Cl[P:21]([C:28]1[CH:33]=[CH:32][CH:31]=[CH:30][CH:29]=1)[C:22]1[CH:27]=[CH:26][CH:25]=[CH:24][CH:23]=1>>[CH3:1][N:2]([CH3:14])[CH2:3][CH2:4][NH:5][C:6](=[N:13][P:21]([C:28]1[CH:29]=[CH:30][CH:31]=[CH:32][CH:33]=1)[C:22]1[CH:27]=[CH:26][CH:25]=[CH:24][CH:23]=1)[C:7]1[CH:12]=[CH:11][CH:10]=[CH:9][CH:8]=1. The reactants are Amidine, ClP(C1=CC=CC=C1)C1=CC=CC=C1 (chlorodiphenylphosphine), CN(CCNC(C1=CC=CC=C1)=N)C (N1-(2-(dimethylamino)ethyl)benzamidine), C(CCC)[Li] (butyllithium). The product is CN(CCNC(C1=CC=CC=C1)=NP(C1=CC=CC=C1)C1=CC=CC=C1)C (N1-(2-(dimethylamino)ethyl)-N2-(diphenylphosphino)-benzamidine). Reaction conditions: time 1 hour. Reported procedure: Procedure as described for NP Amidine I using the following amounts and modifications: 0.956 g of N1-(2-(dimethylamino)ethyl)benzamidine (Amidine XII, 5.0 mmol), 2.50 mL of 2.0 M butyllithium (5.0 mmol), 0.93 mL chlorodiphenylphosphine (5.0 mmol). After filtration to remove lithium chloride and removal of solvent, the oily product was treated with 20 mL of pentane. After 1 hour stiffing at room temperature, a white solid formed. The solution was concentrated to approximately 10 mL and filtered w...